This data is from the Open Reaction Database (ORD), a public repository of structured organic reaction records. The task is: describe an organic reaction: reactants, conditions, products, and yield Reactants: CN(C1=CC=C(C=C1)C1=NC=CC=2C(=CC=CC12)CC(=O)OCC)C (Ethyl 1-(4-dimethylaminophenyl)isoquinoline-5-acetate), aqueous solution, [OH-].[Na+] (sodium hydroxide). Solvent: C(C)O (ethanol). Product: CN(C1=CC=C(C=C1)C1=NC=CC=2C(=CC=CC12)CC(=O)O)C (1-(4-dimethylaminophenyl)isoquinoline-5-acetic acid). Yield: 76.4%. As a reaction SMILES: [CH3:1][N:2]([CH3:25])[C:3]1[CH:8]=[CH:7][C:6]([C:9]2[C:18]3[CH:17]=[CH:16][CH:15]=[C:14]([CH2:19][C:20]([O:22]CC)=[O:21])[C:13]=3[CH:12]=[CH:11][N:10]=2)=[CH:5][CH:4]=1.[OH-].[Na+]>C(O)C>[CH3:25][N:2]([CH3:1])[C:3]1[CH:4]=[CH:5][C:6]([C:9]2[C:18]3[CH:17]=[CH:16][CH:15]=[C:14]([CH2:19][C:20]([OH:22])=[O:21])[C:13]=3[CH:12]=[CH:11][N:10]=2)=[CH:7][CH:8]=1 |f:1.2|. Procedure details: Ethyl 1-(4-dimethylaminophenyl)isoquinoline-5-acetate (0.5 g) was heated for 1.5 hours with 40 ml of ethanol and 4 ml of a 5 N aqueous solution of sodium hydroxide. The reaction mixture was concentrated under reduced pressure. Water was added to the residue, and it was treated with activated carbon. Acetic acid was added to acidify the treated residue. Yellow crystals which precipitated were collected by filtration, dried, and then recrystallized from tetrahydrofuran-acetone to afford 0.35 g of ... Reactants: CS(=O)(=O)C1=NC=CC(=N1)N1C=NC2=C1C=CC=C2 (2-Methanesulfonyl-4-[benzimidazol-1-yl]pyrimidine), NCC1CCCCC1 (aminomethylcyclohexane). The product is C1(CCCCC1)CNC1=NC=CC(=N1)N1C=NC2=C1C=CC=C2 (2-[Cyclohexylmethylamino]-4-[benzimidazol-1-yl]pyrimidine). Reaction SMILES: CS([C:5]1[N:10]=[C:9]([N:11]2[C:15]3[CH:16]=[CH:17][CH:18]=[CH:19][C:14]=3[N:13]=[CH:12]2)[CH:8]=[CH:7][N:6]=1)(=O)=O.[NH2:20][CH2:21][CH:22]1[CH2:27][CH2:26][CH2:25][CH2:24][CH2:23]1>>[CH:22]1([CH2:21][NH:20][C:5]2[N:10]=[C:9]([N:11]3[C:15]4[CH:16]=[CH:17][CH:18]=[CH:19][C:14]=4[N:13]=[CH:12]3)[CH:8]=[CH:7][N:6]=2)[CH2:27][CH2:26][CH2:25][CH2:24][CH2:23]1. Procedure: 2-Methanesulfonyl-4-[benzimidazol-1-yl]pyrimidine (EXAMPLE 1) was reacted with aminomethylcyclohexane according to the procedure described in EXAMPLE 11, Step C to afford the title compound. Mass Spectrum (ESI): 308.3 (M+1). 1H NMR (500 MHz, CDCl3): δ 8.64 (s, 1H); 8.39 (br s, 1H); 8.23 (br s, 1H); 7.87 (m, 1H); 7.41 (m, 2H); 6.78 (d, J=5.5 Hz, 1H); 5.50 (br s, 1H); 3.39 (t, J=6.3 Hz, 2H) 1.70-1.93 (m, 6H); 1.18-1.38 (m, 3H); 1.02-1.12 (m, 2H). Starting materials: C1(=CC=CC=C1)C (toluene), compound 8, BrC1=C(C(=O)OC)C=CC(=C1)OC (Methyl 2-bromo-4-methoxybenzoate), N#N (N2). The reagents and catalysts are Cl[Pd]([P](C1=CC=CC=C1)(C2=CC=CC=C2)C3=CC=CC=C3)([P](C4=CC=CC=C4)(C5=CC=CC=C5)C6=CC=CC=C6)Cl (Bis(triphenylphosphine)palladium(II) dichloride), [Cu]I (copper (I) iodide). The solvent is CCN(CC)CC (Et3N), CCN(CC)CC (Et3N), CCOC(=O)C (EtOAc). Conditions: temperature 100 celsius, time 24 hour. Yields the product C1(=CC=CC=C1)C#CC1=CC=CC=C1 (1,2-diphenylacetylene). RXN SMILES: Br[C:2]1[CH:11]=[C:10](OC)[CH:9]=[CH:8][C:3]=1[C:4](OC)=O.[C:14]1([CH3:20])[CH:19]=[CH:18][CH:17]=[CH:16][CH:15]=1.N#N>CCN(CC)CC.CCOC(C)=O.[Cu]I.Cl[Pd](Cl)([P](C1C=CC=CC=1)(C1C=CC=CC=1)C1C=CC=CC=1)[P](C1C=CC=CC=1)(C1C=CC=CC=1)C1C=CC=CC=1>[C:3]1([C:4]#[C:20][C:14]2[CH:19]=[CH:18][CH:17]=[CH:16][CH:15]=2)[CH:8]=[CH:9][CH:10]=[CH:11][CH:2]=1 |^1:40,59|. Procedure: Compound 11 (106 mg, 0.43 mmol) and copper (I) iodide (1.6 mg, 2 mol %) were added to an oven-dried reaction flask containing toluene (2 mL) and Et3N (2 mL). The reaction mixture was stirred at room temperature for 5 min with N2 (g) bubbling. Bis(triphenylphosphine)palladium(II) dichloride (3 mg, 1 mol %) and a solution of compound 8 (63 mg, 0.43 mmol) in Et3N (1 mL) were added. The reaction mixture was stirred at 100° C. for 24 h. The reaction was cooled to room temperature, then diluted with E... Procedure details: Following the procedure of Example 97, the reaction of 2-methylimidazole with 2-chloro-5,6,7,8-tetrahydro-4-(3,4-methylenedioxybenzylamino)-[1]-benzothieno-[2,3-d]-pyrimidine gives 2-(2-methylimidazol-1-yl)-5,6,7,8-tetrahydro-4-(3,4-methylenedioxybenzylamino)-[1]-benzothieno-[2,3-d]-pyrimidine. Reaction SMILES: [CH3:1][C:2]1[NH:3][CH:4]=[CH:5][N:6]=1.Cl[C:8]1[N:9]=[C:10]([NH:21][CH2:22][C:23]2[CH:28]=[CH:27][C:26]3[O:29][CH2:30][O:31][C:25]=3[CH:24]=2)[C:11]2[C:16]3[CH2:17][CH2:18][CH2:19][CH2:20][C:15]=3[S:14][C:12]=2[N:13]=1>>[CH3:1][C:2]1[N:3]([C:8]2[N:9]=[C:10]([NH:21][CH2:22][C:23]3[CH:28]=[CH:27][C:26]4[O:29][CH2:30][O:31][C:25]=4[CH:24]=3)[C:11]3[C:16]4[CH2:17][CH2:18][CH2:19][CH2:20][C:15]=4[S:14][C:12]=3[N:13]=2)[CH:4]=[CH:5][N:6]=1. Reactants: CC=1NC=CN1 (2-methylimidazole), ClC=1N=C(C2=C(N1)SC1=C2CCCC1)NCC1=CC2=C(C=C1)OCO2 (2-chloro-5,6,7,8-tetrahydro-4-(3,4-methylenedioxybenzylamino)-[1]-benzothieno-[2,3-d]-pyrimidine). The product is CC=1N(C=CN1)C=1N=C(C2=C(N1)SC1=C2CCCC1)NCC1=CC2=C(C=C1)OCO2 (2-(2-methylimidazol-1-yl)-5,6,7,8-tetrahydro-4-(3,4-methylenedioxybenzylamino)-[1]-benzothieno-[2,3-d]-pyrimidine). Starting materials: CC1=CC=CC(=N1)CO ((6-methylpyridin-2-yl)methanol), C1(=CC=CC=C1)P(C1=CC=CC=C1)C1=CC=CC=C1 (triphenylphosphine), N(=NC(=O)OC(C)C)C(=O)OC(C)C (diisopropyl azodicarboxylate), C(C)(=O)OCC.Cl (hydrogen chloride-ethyl acetate), [OH-].[Na+] (sodium hydroxide), Cl (hydrochloric acid), OC1=CC(=C(C(=C1)C)C1=CC(=CC=C1)COC1=CC=C(C=C1)CCC(=O)OC)C (methyl 3-{4-[(4′-hydroxy-2′,6′-dimethylbiphenyl-3-yl)methoxy]phenyl}propanoate), CC1=CC=CC(=N1)CO ((6-methylpyridin-2-yl)methanol), C1(=CC=CC=C1)P(C1=CC=CC=C1)C1=CC=CC=C1 (triphenylphosphine), N(=NC(=O)OC(C)C)C(=O)OC(C)C (diisopropyl azodicarboxylate). The solvent is C(C)(=O)OCC (ethyl acetate), C(C)(=O)OCC (ethyl acetate), O1CCCC1 (tetrahydrofuran), CO (methanol), O1CCCC1 (tetrahydrofuran). Product: Cl.CC1=C(C(=CC(=C1)OCC1=NC(=CC=C1)C)C)C1=CC(=CC=C1)COC1=CC=C(C=C1)CCC(=O)O (3-[4-({2′,6′-dimethyl-4′-[(6-methylpyridin-2-yl)methoxy]biphenyl-3-yl}methoxy)phenyl]propanoic acid hydrochloride). Isolated yield 44.0%. RXN SMILES: [OH:1][C:2]1[CH:7]=[C:6]([CH3:8])[C:5]([C:9]2[CH:14]=[CH:13][CH:12]=[C:11]([CH2:15][O:16][C:17]3[CH:22]=[CH:21][C:20]([CH2:23][CH2:24][C:25]([O:27]C)=[O:26])=[CH:19][CH:18]=3)[CH:10]=2)=[C:4]([CH3:29])[CH:3]=1.[CH3:30][C:31]1[N:36]=[C:35]([CH2:37]O)[CH:34]=[CH:33][CH:32]=1.C1(P(C2C=CC=CC=2)C2C=CC=CC=2)C=CC=CC=1.N(C(OC(C)C)=O)=NC(OC(C)C)=O.[OH-].[Na+].[ClH:74].C(OCC)(=O)C.Cl>O1CCCC1.C(OCC)(=O)C.CO>[ClH:74].[CH3:8][C:6]1[CH:7]=[C:2]([O:1][CH2:37][C:35]2[CH:34]=[CH:33][CH:32]=[C:31]([CH3:30])[N:36]=2)[CH:3]=[C:4]([CH3:29])[C:5]=1[C:9]1[CH:14]=[CH:13][CH:12]=[C:11]([CH2:15][O:16][C:17]2[CH:22]=[CH:21][C:20]([CH2:23][CH2:24][C:25]([OH:27])=[O:26])=[CH:19][CH:18]=2)[CH:10]=1 |f:4.5,7.8,12.13|. Procedure: To a solution of methyl 3-{4-[(4′-hydroxy-2′,6′-dimethylbiphenyl-3-yl)methoxy]phenyl}propanoate (0.40 g, 1.03 mmol), (6-methylpyridin-2-yl)methanol (0.14 g, 1.13 mmol) and triphenylphosphine (0.34 g, 1.31 mmol) in tetrahydrofuran (8.0 mL) was added diisopropyl azodicarboxylate (40% toluene solution, 0.59 mL, 1.13 mmol) at room temperature with stirring. The reaction mixture was stirred at room temperature for 12 hrs., and an equivalent amount of the aforementioned reagents ((6-methylpyridin-2-yl...